From a dataset of the Open Reaction Database (ORD), a public repository of structured organic reaction records. describe an organic reaction: reactants, conditions, products, and yield Starting materials: N#N (N2), N(=[N+]=[N-])CC1=C(N=CN=N1)OC (6-(azidomethyl)-5-methoxy-1,2,4-triazine). Reagents/catalysts: [Pd] (Pd/C). The solvent is CO (MeOH). Run at time 5 hour. The product is COC=1N=CN=NC1CN (1-(5-methoxy-[1,2,4]triazin-6-yl)-methylamine). RXN SMILES: N#N.[N:3]([CH2:6][C:7]1[N:12]=[N:11][CH:10]=[N:9][C:8]=1[O:13][CH3:14])=[N+]=[N-]>[Pd].CO>[CH3:14][O:13][C:8]1[N:9]=[CH:10][N:11]=[N:12][C:7]=1[CH2:6][NH2:3]. Procedure: A flask filled with N2 was charged with 6-(azidomethyl)-5-methoxy-1,2,4-triazine (15.0 g, 0.0903 mol) and Pd/C (10%) (3.20 g) followed by MeOH (480 mL). The suspension was purged with N2. The reaction was then stirred under H2 (1 atm) at rt for 5 h. The inorganics were filtered off, the solvent was removed under reduced pressure to give 1-(5-methoxy-[1,2,4]triazin-6-yl)-methylamine which was used for next step without any further purification. Reactants: COC1=C(C(=CC=C1)OC)C1=CC(=NN1C1=C(C=C(C=C1)C(N(CCCN(C)C)C)=O)C(C)C)C(=O)NC1(C2CC3CC(CC1C3)C2)C(=O)O (2-[5-(2,6-dimethoxyphenyl)-1-[4-[N-methyl-N-(3-dimethylaminopropyl)carbamoyl]-2-isopropylphenyl]-3-pyrazolylcarbonylamino]-2-adamantanecarboxylic acid), CC(C)(C)[O-].[K+] (potassium tert-butylate). Run in CC(C)O (2-propanol). Run at temperature -20 celsius. Product: [K+].COC1=C(C(=CC=C1)OC)C1=CC(=NN1C1=C(C=C(C=C1)C(N(CCCN(C)C)C)=O)C(C)C)C(=O)NC1(C2CC3CC(CC1C3)C2)C(=O)[O-] (2-[5-(2,6-Dimethoxyphenyl)-1-[4-[N-methyl-N-(3-dimethylaminopropyl)carbamoyl]-2-isopropylphenyl]-3-pyrazolylcarbonylamino]-2-adamantanecarboxylic acid potassium salt). The yield is 56.8%. As a reaction SMILES: [CH3:1][O:2][C:3]1[CH:8]=[CH:7][CH:6]=[C:5]([O:9][CH3:10])[C:4]=1[C:11]1[N:15]([C:16]2[CH:21]=[CH:20][C:19]([C:22](=[O:31])[N:23]([CH3:30])[CH2:24][CH2:25][CH2:26][N:27]([CH3:29])[CH3:28])=[CH:18][C:17]=2[CH:32]([CH3:34])[CH3:33])[N:14]=[C:13]([C:35]([NH:37][C:38]2([C:48]([OH:50])=[O:49])[CH:45]3[CH2:46][CH:41]4[CH2:42][CH:43]([CH2:47][CH:39]2[CH2:40]4)[CH2:44]3)=[O:36])[CH:12]=1.CC([O-])(C)C.[K+:56]>CC(O)C>[K+:56].[CH3:10][O:9][C:5]1[CH:6]=[CH:7][CH:8]=[C:3]([O:2][CH3:1])[C:4]=1[C:11]1[N:15]([C:16]2[CH:21]=[CH:20][C:19]([C:22](=[O:31])[N:23]([CH3:30])[CH2:24][CH2:25][CH2:26][N:27]([CH3:28])[CH3:29])=[CH:18][C:17]=2[CH:32]([CH3:34])[CH3:33])[N:14]=[C:13]([C:35]([NH:37][C:38]2([C:48]([O-:50])=[O:49])[CH:39]3[CH2:40][CH:41]4[CH2:42][CH:43]([CH2:44][CH:45]2[CH2:46]4)[CH2:47]3)=[O:36])[CH:12]=1 |f:1.2,4.5|. Procedure details: A solution of 0.15 g of the compound obtained in EXAMPLE 1' and 0.03 g of potassium tert-butylate in 6.5 ml of 2-propanol is left overnight at RT and then concentrated under vacuum. The residue is dissolved in 0.5 ml of MeOH, and this solution is poured into 25 ml of isopropyl ether cooled to -20° C. The precipitate formed is drained and dried over P2O5 at 80° C. 0.09 g of the expected product is obtained, m.p.=222° C. Reactants: COC(=O)C(C)(C)CNS(C)(=O)=O, [Na+], [OH-]. The product is CC(C)(CNS(C)(=O)=O)C(=O)O. Reaction SMILES: [CH3:1][C:2]([C:3](=[O:4])[O:5][CH3:6])([CH2:7][NH:8][S:9](=[O:10])(=[O:11])[CH3:12])[CH3:13].[Na+:15].[OH-:14]>>[CH3:1][C:2]([C:3](=[O:4])[OH:5])([CH2:7][NH:8][S:9](=[O:10])(=[O:11])[CH3:12])[CH3:13].